Dataset: the Open Reaction Database (ORD), a public repository of structured organic reaction records. Task: describe an organic reaction: reactants, conditions, products, and yield Reactants: BrC=1C=CC(=C(C#N)C1)C(=O)N1CCN(CC1)C1=NC=C(C=C1C)C1CC1 (5-bromo-2-[4-(5-cyclopropyl-3-methylpyridin-2-yl)piperazine-1-carbonyl]benzonitrile), C(C)(=O)N1C(NCC1)=O (1-acetylimidazolidin-2-one). Product: C(C)(=O)N1C(N(CC1)C=1C=CC(=C(C#N)C1)C(=O)N1CCN(CC1)C1=NC=C(C=C1C)C1CC1)=O (5-(3-acetyl-2-oxoimidazolidin-1-yl)-2-[4-(5-cyclopropyl-3-methylpyridin-2-yl)piperazine-1-carbonyl]benzonitrile). The yield is 41.9%. Reaction SMILES: Br[C:2]1[CH:3]=[CH:4][C:5]([C:10]([N:12]2[CH2:17][CH2:16][N:15]([C:18]3[C:23]([CH3:24])=[CH:22][C:21]([CH:25]4[CH2:27][CH2:26]4)=[CH:20][N:19]=3)[CH2:14][CH2:13]2)=[O:11])=[C:6]([CH:9]=1)[C:7]#[N:8].[C:28]([N:31]1[CH2:35][CH2:34][NH:33][C:32]1=[O:36])(=[O:30])[CH3:29]>>[C:28]([N:31]1[CH2:35][CH2:34][N:33]([C:2]2[CH:3]=[CH:4][C:5]([C:10]([N:12]3[CH2:17][CH2:16][N:15]([C:18]4[C:23]([CH3:24])=[CH:22][C:21]([CH:25]5[CH2:27][CH2:26]5)=[CH:20][N:19]=4)[CH2:14][CH2:13]3)=[O:11])=[C:6]([CH:9]=2)[C:7]#[N:8])[C:32]1=[O:36])(=[O:30])[CH3:29]. Reported procedure: Using 5-bromo-2-[4-(5-cyclopropyl-3-methylpyridin-2-yl)piperazine-1-carbonyl]benzonitrile (1.06 g) described in Preparation Example 189 and 1-acetylimidazolidin-2-one (384 mg) and by the reaction and treatment in the same manner as in Example 1, the title compound (494 mg) was obtained. Reactants: [Al+3], COC(=O)CCc1cc(C)on1, [H-], [H-], [H-], [H-], [Li+], C1CCOC1, O. Product: Cc1cc(CCCO)no1. Reaction SMILES: [Al+3:2].[CH3:7][c:8]1[cH:9][c:10]([CH2:13][CH2:14][C:15](=[O:16])[O:17][CH3:18])[n:11][o:12]1.[H-:1].[H-:4].[H-:5].[H-:6].[Li+:3].[O:20]1[CH2:21][CH2:22][CH2:23][CH2:24]1.[OH2:19]>>[CH3:7][c:8]1[cH:9][c:10]([CH2:13][CH2:14][CH2:15][OH:16])[n:11][o:12]1. The reactants are C1(=CC=CC=C1)C (toluene), BrC1=CC=CC=2OCCOC21 (5-bromo-2,3-dihydrobenzo[1,4]dioxin), C(C1=CC=CC=C1)N1CCC(CC1)=O (1-benzyl-4-piperidone), C1(=CC=CC=C1)C (toluene), C(CCC)[Li] (n-butyllithium). Solvent: O (water). Product: C(C1=CC=CC=C1)N1CCC(CC1)(C1=CC=CC=2OCCOC21)O (N-benzyl-4-hydroxy-4-(2,3-dihydrobenzo[1,4]dioxin-5-yl)piperidine). Reaction SMILES: C1(C)C=CC=CC=1.Br[C:9]1[C:18]2[O:17][CH2:16][CH2:15][O:14][C:13]=2[CH:12]=[CH:11][CH:10]=1.C([Li])CCC.[CH2:24]([N:31]1[CH2:36][CH2:35][C:34](=[O:37])[CH2:33][CH2:32]1)[C:25]1[CH:30]=[CH:29][CH:28]=[CH:27][CH:26]=1>O>[CH2:24]([N:31]1[CH2:36][CH2:35][C:34]([OH:37])([C:9]2[C:18]3[O:17][CH2:16][CH2:15][O:14][C:13]=3[CH:12]=[CH:11][CH:10]=2)[CH2:33][CH2:32]1)[C:25]1[CH:26]=[CH:27][CH:28]=[CH:29][CH:30]=1. Procedure: A toluene solution (10 ml) of 5-bromo-2,3-dihydrobenzo[1,4]dioxin (10 mmol) was stirred under argon at 0° C. and was treated with the dropwise addition of n-butyllithium (10 mmol) over ten minutes. After stirring for a further twenty minutes a solution of 1-benzyl-4-piperidone in toluene (10 mmol in 10 ml) was added dropwise over five minutes. Stirring was continued for two hours, at which point water (100 ml) was added and the product extracted into ethyl acetate (4×50 ml). The combined organic... Starting materials: O=c1[nH]c2cc(Br)c(C(F)(F)F)cc2[nH]c1=O, [K+], O=[N+]([O-])[O-], O, O=S(=O)(O)O. Yields the product O=c1[nH]c2cc(C(F)(F)F)c(Br)c([N+](=O)[O-])c2[nH]c1=O. RXN SMILES: [Br:1][c:2]1[cH:3][c:4]2[nH:5][c:6](=[O:17])[c:7](=[O:16])[nH:8][c:9]2[cH:10][c:11]1[C:12]([F:13])([F:14])[F:15].[K+:22].[N+:18](=[O:19])([O-:20])[O-:21].[OH2:23].[S:24](=[O:25])(=[O:26])([OH:27])[OH:28]>>[Br:1][c:2]1[c:3]([N+:18](=[O:19])[O-:20])[c:4]2[nH:5][c:6](=[O:17])[c:7](=[O:16])[nH:8][c:9]2[cH:10][c:11]1[C:12]([F:13])([F:14])[F:15]. The reactants are O=C([O-])[O-], COC(=O)C1(c2ccc(OC)c(CCl)c2)CC1, Cl, [Na+], [Na+], O. The product is COC(=O)C1(c2ccc(OC)c(CO)c2)CC1. Reaction SMILES: [C:18]([O-:19])(=[O:20])[O-:21].[CH3:1][O:2][C:3](=[O:4])[C:5]1([c:8]2[cH:9][c:10]([CH2:16][Cl:17])[c:11]([O:14][CH3:15])[cH:12][cH:13]2)[CH2:6][CH2:7]1.[ClH:24].[Na+:22].[Na+:23].[OH2:25]>>[CH3:1][O:2][C:3](=[O:4])[C:5]1([c:8]2[cH:9][c:10]([CH2:16][OH:19])[c:11]([O:14][CH3:15])[cH:12][cH:13]2)[CH2:6][CH2:7]1. Starting materials: C1CCOC1, CO, Cl, [K+], [OH-], COC(=O)c1ccc(C(O)c2ccccc2)cc1. Yields the product O=C(O)c1ccc(C(O)c2ccccc2)cc1. RXN SMILES: [CH2:24]1[O:25][CH2:26][CH2:27][CH2:28]1.[CH3:19][OH:20].[ClH:23].[K+:22].[OH-:21].[OH:1][CH:2]([c:3]1[cH:4][cH:5][c:6]([C:7](=[O:8])[O:9][CH3:10])[cH:11][cH:12]1)[c:13]1[cH:14][cH:15][cH:16][cH:17][cH:18]1>>[OH:1][CH:2]([c:3]1[cH:4][cH:5][c:6]([C:7](=[O:8])[OH:9])[cH:11][cH:12]1)[c:13]1[cH:14][cH:15][cH:16][cH:17][cH:18]1.